From a dataset of the Open Reaction Database (ORD), a public repository of structured organic reaction records. describe an organic reaction: reactants, conditions, products, and yield The reactants are 6-(4-tert-butylphenyl-5H-pyrrolo[2,3-b]pyrazin-7-yl]methyltrimethylammonium iodide, C(C)(=O)C(C(=O)OC)(C)C1=C(NC2=NC=CN=C21)C2=CC=C(C=C2)C(C)(C)C (2-acetyl-[6-(4-tert-butyl-phenyl)-5H-pyrrolo[2,3-b]pyrazin-7-yl]propionic acid, methyl ester), C(CC(=O)C)(=O)OC (methyl acetoacetate), [H-].[Na+] (sodium hydride), CCCCCCC (heptane). Solvent: CN1C(CCC1)=O (N-methylpyrrolidone), [OH-].[Na+] (sodium hydroxide), CO (methanol), O1CCCC1 (tetrahydrofuran), CN1C(CCC1)=O (N-methylpyrrolidone), C(C)(=O)OCC (ethyl acetate). Run at temperature 0 celsius, time 30 minute. Product: C(C)(C)(C)C1=CC=C(C=C1)C1=C(C=2C(=NC=CN2)N1)CCC(C)=O (4-[6-(4-tert-Butyl-phenyl)-5H-pyrrolo[2,3-b]pyrazin-7-yl]-butan-2-one). Reaction SMILES: [C:1](OC)(=O)[CH2:2][C:3]([CH3:5])=[O:4].[H-].[Na+].CCCCCCC.C(C([C:27]1[C:35]2[C:30](=[N:31][CH:32]=[CH:33][N:34]=2)[NH:29][C:28]=1[C:36]1[CH:41]=[CH:40][C:39]([C:42]([CH3:45])([CH3:44])[CH3:43])=[CH:38][CH:37]=1)(C)C(OC)=O)(=O)C>CN1CCCC1=O.[OH-].[Na+].CO.O1CCCC1.C(OCC)(=O)C>[C:42]([C:39]1[CH:40]=[CH:41][C:36]([C:28]2[NH:29][C:30]3=[N:31][CH:32]=[CH:33][N:34]=[C:35]3[C:27]=2[CH2:1][CH2:2][C:3](=[O:4])[CH3:5])=[CH:37][CH:38]=1)([CH3:44])([CH3:43])[CH3:45] |f:1.2,6.7|. Procedure details: A solution of methyl acetoacetate (1.35 mL) in N-methylpyrrolidone (15 mL), cooled to 0° C., was treated portionwise with sodium hydride (0.33 g, 60% dispersion in mineral oil) and after stirring at 0° C. for 30 minutes this mixture was then treated with a solution of [6-(4-tert-butylphenyl-5H-pyrrolo[2,3-b]pyrazin-7-yl]methyltrimethylammonium iodide [2 g, Reference Example 45(a)] in N-methylpyrrolidone (100 mL). After stirring at room temperature overnight the reaction mixture was subjected to ... Yield: 31.0%. The reactants are FC=1C(=C(CN2C3=C(NCC2)N=CC(=C3)I)C=CC1)C(F)(F)F (1-[3-Fluoro-2-(trifluoromethyl)benzyl]-7-iodo-1,2,3,4-tetrahydropyrido[2,3-b]pyrazine), CN1CCN(CC1)C1=NC=C(C=C1)B1OC(C(O1)(C)C)(C)C (1-methyl-4-[5-(4,4,5,5-tetramethyl-[1,3,2]dioxaborolan-2-yl)pyridin-2-yl]piperazine). Procedure: 1-[3-Fluoro-2-(trifluoromethyl)benzyl]-7-iodo-1,2,3,4-tetrahydropyrido[2,3-b]pyrazine (101 mg) was coupled to 1-methyl-4-[5-(4,4,5,5-tetramethyl-[1,3,2]dioxaborolan-2-yl)pyridin-2-yl]piperazine as in General Procedure 4B to give the title compound as a yellow solid (31% yield). LCMS: m/z=487.09 (M+H+), 1H-NMR (CDCl3, 400 MHz) δ 2.33 (3H, s), 2.51 (4H, t, J=4.9 Hz), 3.49 (2H, m), 3.55 (4H, t, J=4.9 Hz), 3.63 (2H, m), 4.65 (2H, s), 5.08 (1H, bs), 6.48 (1H, d, J=1.8 Hz), 6.64 (1H, d, J=8.8 Hz), 7.0... As a reaction SMILES: [F:1][C:2]1[C:3]([C:20]([F:23])([F:22])[F:21])=[C:4]([CH:17]=[CH:18][CH:19]=1)[CH2:5][N:6]1[CH2:11][CH2:10][NH:9][C:8]2[N:12]=[CH:13][C:14](I)=[CH:15][C:7]1=2.[CH3:24][N:25]1[CH2:30][CH2:29][N:28]([C:31]2[CH:36]=[CH:35][C:34](B3OC(C)(C)C(C)(C)O3)=[CH:33][N:32]=2)[CH2:27][CH2:26]1>>[F:1][C:2]1[C:3]([C:20]([F:23])([F:22])[F:21])=[C:4]([CH:17]=[CH:18][CH:19]=1)[CH2:5][N:6]1[CH2:11][CH2:10][NH:9][C:8]2[N:12]=[CH:13][C:14]([C:34]3[CH:33]=[N:32][C:31]([N:28]4[CH2:27][CH2:26][N:25]([CH3:24])[CH2:30][CH2:29]4)=[CH:36][CH:35]=3)=[CH:15][C:7]1=2. Yields the product FC=1C(=C(CN2C3=C(NCC2)N=CC(=C3)C=3C=NC(=CC3)N3CCN(CC3)C)C=CC1)C(F)(F)F (1-[3-Fluoro-2-(trifluoromethyl)benzyl]-7-[6-(4-methylpiperazin-1-yl)pyridin-3-yl]-1,2,3,4-tetrahydropyrido[2,3-b]pyrazine). Starting materials: C1CCOC1, Fc1ncccc1C1=CCC2(CC1)OCCO2, [H][H]. Product: Fc1ncccc1C1CCC2(CC1)OCCO2. Reaction SMILES: [CH2:20]1[O:21][CH2:22][CH2:23][CH2:24]1.[F:1][c:2]1[n:3][cH:4][cH:5][cH:6][c:7]1[C:8]1=[CH:9][CH2:10][C:11]2([O:12][CH2:13][CH2:14][O:15]2)[CH2:16][CH2:17]1.[H:18][H:19]>>[F:1][c:2]1[n:3][cH:4][cH:5][cH:6][c:7]1[CH:8]1[CH2:9][CH2:10][C:11]2([O:12][CH2:13][CH2:14][O:15]2)[CH2:16][CH2:17]1. Yields the product CCCN(CCC)Cc1nc(CN2C(=O)c3ccccc3C2=O)no1. Starting materials: CCCNCCC, ClCCl, O=C1c2ccccc2C(=O)N1Cc1noc(CCl)n1. RXN SMILES: [CH2:1]([CH2:2][CH3:3])[NH:4][CH2:5][CH2:6][CH3:7].[CH2:27]([Cl:28])[Cl:29].[Cl:8][CH2:9][c:10]1[n:11][c:12]([CH2:15][N:16]2[C:17](=[O:26])[c:18]3[cH:19][cH:20][cH:21][cH:22][c:23]3[C:24]2=[O:25])[n:13][o:14]1>>[CH2:1]([CH2:2][CH3:3])[N:4]([CH2:5][CH2:6][CH3:7])[CH2:9][c:10]1[n:11][c:12]([CH2:15][N:16]2[C:17](=[O:26])[c:18]3[cH:19][cH:20][cH:21][cH:22][c:23]3[C:24]2=[O:25])[n:13][o:14]1. Reactants: CC(N)=S, Cl, CCC(=O)C1=C(O)CC(c2c(C)cc(C)c(CC#N)c2C)CC1=O. Product: CCC(=O)C1=C(O)CC(c2c(C)cc(C)c(CC(N)=S)c2C)CC1=O. Reaction SMILES: [CH3:25][C:26]([NH2:27])=[S:28].[ClH:29].[OH:1][C:2]1=[C:3]([C:21]([CH2:22][CH3:23])=[O:24])[C:4](=[O:20])[CH2:5][CH:6]([c:8]2[c:9]([CH3:19])[c:10]([CH2:16][C:17]#[N:18])[c:11]([CH3:15])[cH:12][c:13]2[CH3:14])[CH2:7]1>>[OH:1][C:2]1=[C:3]([C:21]([CH2:22][CH3:23])=[O:24])[C:4](=[O:20])[CH2:5][CH:6]([c:8]2[c:9]([CH3:19])[c:10]([CH2:16][C:17]([NH2:18])=[S:28])[c:11]([CH3:15])[cH:12][c:13]2[CH3:14])[CH2:7]1. Reactants: CCO, [K+], O=[N+]([O-])c1cccnc1Cl, NC(N)=S, [OH-]. Product: O=[N+]([O-])c1cccnc1S. RXN SMILES: [CH3:17][CH2:18][OH:19].[K+:16].[N+:1](=[O:2])([O-:3])[c:4]1[c:5]([Cl:10])[n:6][cH:7][cH:8][cH:9]1.[NH2:11][C:12]([NH2:13])=[S:14].[OH-:15]>>[N+:1](=[O:2])([O-:3])[c:4]1[c:5]([SH:14])[n:6][cH:7][cH:8][cH:9]1. Reactants: O=C(O)c1cc(NC2CCCCC2)ncn1, ClCCl, CS(=O)(=O)Nc1ccc(N)cc1. Product: CS(=O)(=O)Nc1ccc(NC(=O)c2cc(NC3CCCCC3)ncn2)cc1. As a reaction SMILES: [CH:1]1([NH:7][c:8]2[cH:9][c:10]([C:14](=[O:15])[OH:16])[n:11][cH:12][n:13]2)[CH2:2][CH2:3][CH2:4][CH2:5][CH2:6]1.[Cl:29][CH2:30][Cl:31].[NH2:17][c:18]1[cH:19][cH:20][c:21]([NH:24][S:25](=[O:26])(=[O:27])[CH3:28])[cH:22][cH:23]1>>[CH:1]1([NH:7][c:8]2[cH:9][c:10]([C:14](=[O:16])[NH:17][c:18]3[cH:19][cH:20][c:21]([NH:24][S:25](=[O:26])(=[O:27])[CH3:28])[cH:22][cH:23]3)[n:11][cH:12][n:13]2)[CH2:2][CH2:3][CH2:4][CH2:5][CH2:6]1. The reactants are Example 1 ( b ), CN(S(=O)(=O)CC(=O)OC)C\C=C\C1=CC=C(C(=C1)C)C1=CC=CC=C1 (methyl 2-({methyl-[3-(2-methylbiphen-4-yl)-trans-prop-2-enyl]amino}sulfonyl)acetate), NO (hydroxylamine). The product is ONC(CS(=O)(=O)N(C\C=C\C1=CC=C(C(=C1)C)C1=CC=CC=C1)C)=O (N-Hydroxy 2-({methyl-[3-(2-methylbiphen-4-yl)-trans-prop-2-enyl]amino}-sulfonyl)acetamide). Reaction SMILES: [CH3:1][N:2]([CH2:11]/[CH:12]=[CH:13]/[C:14]1[CH:19]=[C:18]([CH3:20])[C:17]([C:21]2[CH:26]=[CH:25][CH:24]=[CH:23][CH:22]=2)=[CH:16][CH:15]=1)[S:3]([CH2:6][C:7](OC)=[O:8])(=[O:5])=[O:4].[NH2:27][OH:28]>>[OH:28][NH:27][C:7](=[O:8])[CH2:6][S:3]([N:2]([CH3:1])[CH2:11]/[CH:12]=[CH:13]/[C:14]1[CH:19]=[C:18]([CH3:20])[C:17]([C:21]2[CH:26]=[CH:25][CH:24]=[CH:23][CH:22]=2)=[CH:16][CH:15]=1)(=[O:5])=[O:4]. Procedure details: In a manner similar to Example 1 (b), methyl 2-({methyl-[3-(2-methylbiphen-4-yl)-trans-prop-2-enyl]amino}sulfonyl)acetate was reacted with hydroxylamine to give the titled compound as a colourless solid. Reactants: [N+](=O)([O-])C(C)C (2-nitropropane), [Na] (sodium), BrCC1=CC=C(C=C1)C1=NN2C(C=CC=C2)=N1 (2-(p-Bromomethyl-phenyl)-s-triazolo[1,5-a]pyridine). Run in C(C)O (ethanol), CN(C=O)C (dimethylformamide). Reaction conditions: temperature 50 celsius, time 1 hour. Yields the product C(=O)C1=CC=C(C=C1)C1=NN2C(C=CC=C2)=N1 (2-(p-Formylphenyl)-s-triazolo[1,5-a]-pyridine). RXN SMILES: [N+](C(C)C)([O-])=[O:2].[Na].Br[CH2:9][C:10]1[CH:15]=[CH:14][C:13]([C:16]2[N:24]=[C:19]3[CH:20]=[CH:21][CH:22]=[CH:23][N:18]3[N:17]=2)=[CH:12][CH:11]=1>C(O)C.CN(C)C=O>[CH:9]([C:10]1[CH:15]=[CH:14][C:13]([C:16]2[N:24]=[C:19]3[CH:20]=[CH:21][CH:22]=[CH:23][N:18]3[N:17]=2)=[CH:12][CH:11]=1)=[O:2] |^1:6|. Procedure: 11.6 g of 2-nitropropane are introduced at about 30° C. into a solution of 2.3 g of sodium in 450 ml of absolute ethanol. The mixture is stirred for a further 1 hour and a solution of 28.8 g of 2-(p-bromomethyl-phenyl)-s-triazolo[1,5-a]pyridine (I) in 290 ml of dimethylformamide is now added. Subsequently, the reaction mixture is warmed to 50° C., then stirred for 20 hours without external warming and finally cooled to -10° C. The product which has precipitated is filtered off, washed with cold ...